This data is from the Open Reaction Database (ORD), a public repository of structured organic reaction records. The task is: describe an organic reaction: reactants, conditions, products, and yield Starting materials: CC(C)(CNc1nc(Cl)nc(NNC(=O)C(CC2CCCC2)CN(C=O)OCc2ccccc2)c1F)N1CCOCC1, [OH-], [OH-], [Pd+2]. Yields the product CC(C)(CNc1nc(Cl)nc(NNC(=O)C(CC2CCCC2)CN(O)C=O)c1F)N1CCOCC1. Reaction SMILES: [Cl:1][c:2]1[n:3][c:4]([NH:32][CH2:33][C:34]([CH3:35])([N:36]2[CH2:37][CH2:38][O:39][CH2:40][CH2:41]2)[CH3:42])[c:5]([F:31])[c:6]([NH:8][NH:9][C:10]([CH:11]([CH2:12][N:13]([CH:14]=[O:15])[O:16][CH2:17][c:18]2[cH:19][cH:20][cH:21][cH:22][cH:23]2)[CH2:24][CH:25]2[CH2:26][CH2:27][CH2:28][CH2:29]2)=[O:30])[n:7]1.[OH-:43].[OH-:44].[Pd+2:45]>>[Cl:1][c:2]1[n:3][c:4]([NH:32][CH2:33][C:34]([CH3:35])([N:36]2[CH2:37][CH2:38][O:39][CH2:40][CH2:41]2)[CH3:42])[c:5]([F:31])[c:6]([NH:8][NH:9][C:10]([CH:11]([CH2:12][N:13]([CH:14]=[O:15])[OH:16])[CH2:24][CH:25]2[CH2:26][CH2:27][CH2:28][CH2:29]2)=[O:30])[n:7]1.